Dataset: the Open Reaction Database (ORD), a public repository of structured organic reaction records. Task: describe an organic reaction: reactants, conditions, products, and yield The reactants are C(CCCCCCCCC)(=O)C1=CN(C2=CC=CC=C12)CCCC(=O)OCC (ethyl 4-(3-decanoyl-1-indolyl)butyrate), C(CCCCCC)(=O)C1=CN(C2=CC=CC=C12)CCCC(=O)OCC (ethyl 4-(3-heptanoyl-1-indolyl)butyrate). Product: C(CCCCCCCCC)(=O)C1=CN(C2=CC=CC=C12)CCCC(=O)O (4-(3-decanoyl-1-indolyl)butyric acid). Reaction SMILES: [C:1]([C:12]1[C:20]2[C:15](=[CH:16][CH:17]=[CH:18][CH:19]=2)[N:14]([CH2:21][CH2:22][CH2:23][C:24]([O:26]CC)=[O:25])[CH:13]=1)(=[O:11])[CH2:2][CH2:3][CH2:4][CH2:5][CH2:6][CH2:7][CH2:8][CH2:9][CH3:10].C(C1C2C(=CC=CC=2)N(CCCC(OCC)=O)C=1)(=O)CCCCCC>>[C:1]([C:12]1[C:20]2[C:15](=[CH:16][CH:17]=[CH:18][CH:19]=2)[N:14]([CH2:21][CH2:22][CH2:23][C:24]([OH:26])=[O:25])[CH:13]=1)(=[O:11])[CH2:2][CH2:3][CH2:4][CH2:5][CH2:6][CH2:7][CH2:8][CH2:9][CH3:10]. Procedure details: The procedure of Ex. 2 was repeated except that ethyl 4-(3-decanoyl-1-indolyl)butyrate obtained in Ex. 7 was used in place of ethyl 4-(3-heptanoyl-1-indolyl)butyrate to give 4-(3-decanoyl-1-indolyl)butyric acid. The reactants are BrC=1C=CC2=C(C=C(CCN2C=O)C(=O)OC)C1 (methyl 7-bromo-1-formyl-2,3-dihydro-1H-1-benzazepine-4-carboxylate), B(OC1=CC=C(C=C1)OCCOCCCC)([O-])[O-] (4-(2-butoxyethoxy)phenyl borate), C([O-])([O-])=O.[K+].[K+] (potassium carbonate), C(C)O (ethanol). Reagents/catalysts: C=1C=CC(=CC1)[P](C=2C=CC=CC2)(C=3C=CC=CC3)[Pd]([P](C=4C=CC=CC4)(C=5C=CC=CC5)C=6C=CC=CC6)([P](C=7C=CC=CC7)(C=8C=CC=CC8)C=9C=CC=CC9)[P](C=1C=CC=CC1)(C=1C=CC=CC1)C=1C=CC=CC1 (tetrakis(triphenylphosphine)palladium). Solvent: C1(=CC=CC=C1)C (toluene). Conditions: time 30 minute. Product: C(CCC)OCCOC1=CC=C(C=C1)C=1C=CC2=C(C=C(CCN2C=O)C(=O)OC)C1 (methyl 7-[4-(2-butoxyethoxy)phenyl]-1-formyl-2.3-dihydro-1H-1-benzazepine-4-carboxylate). The yield is 67.4%. Reaction SMILES: Br[C:2]1[CH:3]=[CH:4][C:5]2[N:11]([CH:12]=[O:13])[CH2:10][CH2:9][C:8]([C:14]([O:16][CH3:17])=[O:15])=[CH:7][C:6]=2[CH:18]=1.B([O-])([O-])O[C:21]1[CH:26]=[CH:25][C:24]([O:27][CH2:28][CH2:29][O:30][CH2:31][CH2:32][CH2:33][CH3:34])=[CH:23][CH:22]=1.C(=O)([O-])[O-].[K+].[K+].C(O)C>C1C=CC([P]([Pd]([P](C2C=CC=CC=2)(C2C=CC=CC=2)C2C=CC=CC=2)([P](C2C=CC=CC=2)(C2C=CC=CC=2)C2C=CC=CC=2)[P](C2C=CC=CC=2)(C2C=CC=CC=2)C2C=CC=CC=2)(C2C=CC=CC=2)C2C=CC=CC=2)=CC=1.C1(C)C=CC=CC=1>[CH2:31]([O:30][CH2:29][CH2:28][O:27][C:24]1[CH:23]=[CH:22][C:21]([C:2]2[CH:3]=[CH:4][C:5]3[N:11]([CH:12]=[O:13])[CH2:10][CH2:9][C:8]([C:14]([O:16][CH3:17])=[O:15])=[CH:7][C:6]=3[CH:18]=2)=[CH:26][CH:25]=1)[CH2:32][CH2:33][CH3:34] |f:2.3.4,^1:49,51,70,89|. Procedure: A mixture of methyl 7-bromo-1-formyl-2,3-dihydro-1H-1-benzazepine-4-carboxylate (0.25 g), 4-(2-butoxyethoxy)phenyl borate (0.23 g), 1M potassium carbonate solution (2.5 ml), ethanol (2.5 ml) and toluene (25 ml) was stirred under argon atmosphere at room temperature for 30 minutes. To the mixture was added tetrakis(triphenylphosphine)palladium (0.04 g), and the mixture was refluxed overnight under argon atmosphere and extracted with ethyl acetate. The organic layer was washed with water and satur... Reactants: CC(NS(=O)(=O)c1ccc(Cl)cc1)C(=O)Cl, CC(Cl)Cl, COC(=O)c1cc(C)c(C(O)c2cc(-n3ccnc3)ccc2C)c(C)c1, c1ccncc1. Product: COC(=O)c1cc(C)c(C(OC(=O)C(C)NS(=O)(=O)c2ccc(Cl)cc2)c2cc(-n3ccnc3)ccc2C)c(C)c1. Reaction SMILES: [Cl:27][c:28]1[cH:29][cH:30][c:31]([S:34](=[O:35])(=[O:36])[NH:37][CH:38]([C:39](=[O:40])[Cl:41])[CH3:42])[cH:32][cH:33]1.[Cl:43][CH:44]([Cl:45])[CH3:46].[OH:1][CH:2]([c:3]1[c:4]([CH3:14])[cH:5][cH:6][c:7](-[n:9]2[cH:10][n:11][cH:12][cH:13]2)[cH:8]1)[c:15]1[c:16]([CH3:26])[cH:17][c:18]([C:19](=[O:20])[O:21][CH3:22])[cH:23][c:24]1[CH3:25].[cH:47]1[cH:48][cH:49][n:50][cH:51][cH:52]1>>[O:1]([CH:2]([c:3]1[c:4]([CH3:14])[cH:5][cH:6][c:7](-[n:9]2[cH:10][n:11][cH:12][cH:13]2)[cH:8]1)[c:15]1[c:16]([CH3:26])[cH:17][c:18]([C:19](=[O:20])[O:21][CH3:22])[cH:23][c:24]1[CH3:25])[C:39]([CH:38]([NH:37][S:34]([c:31]1[cH:30][cH:29][c:28]([Cl:27])[cH:33][cH:32]1)(=[O:35])=[O:36])[CH3:42])=[O:40].